Dataset: the Open Reaction Database (ORD), a public repository of structured organic reaction records. Task: describe an organic reaction: reactants, conditions, products, and yield Starting materials: CO, O=Cc1ccccc1, O=[Pt], NCCOc1ccc2c(c1)[nH]c1ccccc12. The product is c1ccc(CNCCOc2ccc3c(c2)[nH]c2ccccc23)cc1. As a reaction SMILES: [CH3:26][OH:27].[CH:1](=[O:2])[c:3]1[cH:4][cH:5][cH:6][cH:7][cH:8]1.[Pt:28]=[O:29].[cH:9]1[c:10]([O:22][CH2:23][CH2:24][NH2:25])[cH:11][cH:12][c:13]2[c:14]3[cH:15][cH:16][cH:17][cH:18][c:19]3[nH:20][c:21]12>>[CH2:1]([c:3]1[cH:4][cH:5][cH:6][cH:7][cH:8]1)[NH:25][CH2:24][CH2:23][O:22][c:10]1[cH:9][c:21]2[c:13]([cH:12][cH:11]1)[c:14]1[cH:15][cH:16][cH:17][cH:18][c:19]1[nH:20]2. The product is c1cc2n(c1)CCNC2. Starting materials: C=O, CCO, O=C(O)C(F)(F)F, NCCn1cccc1. RXN SMILES: [CH2:9]=[O:10].[CH3:18][CH2:19][OH:20].[F:11][C:12]([F:13])([F:14])[C:15]([OH:16])=[O:17].[NH2:1][CH2:2][CH2:3][n:4]1[cH:5][cH:6][cH:7][cH:8]1>>[NH:1]1[CH2:2][CH2:3][n:4]2[c:5]([cH:6][cH:7][cH:8]2)[CH2:12]1. The reactants are CC(C)(C)OC(=O)NC1CCN(Cc2cn3c(C(=O)NCC45CC6CC(CC(C6)C4)C5)cccc3n2)C1, CO, Cl, C1=COC=CO1. Yields the product NC1CCN(Cc2cn3c(C(=O)NCC45CC6CC(CC(C6)C4)C5)cccc3n2)C1, Cl. RXN SMILES: [C:1]12([CH2:11][NH:12][C:13](=[O:14])[c:15]3[cH:16][cH:17][cH:18][c:19]4[n:20]3[cH:21][c:22]([CH2:24][N:25]3[CH2:26][CH:27]([NH:30][C:31](=[O:32])[O:33][C:34]([CH3:35])([CH3:36])[CH3:37])[CH2:28][CH2:29]3)[n:23]4)[CH2:2][CH:3]3[CH2:4][CH:5]([CH2:6][CH:7]([CH2:8]1)[CH2:9]3)[CH2:10]2.[CH3:45][OH:46].[ClH:38].[O:39]1[CH:40]=[CH:41][O:42][CH:43]=[CH:44]1>>[C:1]12([CH2:11][NH:12][C:13](=[O:14])[c:15]3[cH:16][cH:17][cH:18][c:19]4[n:20]3[cH:21][c:22]([CH2:24][N:25]3[CH2:26][CH:27]([NH2:30])[CH2:28][CH2:29]3)[n:23]4)[CH2:2][CH:3]3[CH2:4][CH:5]([CH2:6][CH:7]([CH2:8]1)[CH2:9]3)[CH2:10]2.[ClH:38].